Dataset: the Open Reaction Database (ORD), a public repository of structured organic reaction records. Task: describe an organic reaction: reactants, conditions, products, and yield The reactants are CO (methanol), C(C)(=O)C1=C(NC=2C=CNC(C2C1C1=C(C=C(C#N)C=C1)F)=O)C (4-(3-acetyl-2-methyl-5-oxo-1,4,5,6-tetrahydro-1,6-naphthyridin-4-yl)-3-fluorobenzonitrile), ClCCl (dichloromethane), F[B-](F)(F)F.C(C)[O+](CC)CC (triethyloxonium tetrafluoroborate). The solvent is O (water), O (water). Run at time 2 hour. Yields the product C(C)(=O)C1=C(NC2=CC=NC(=C2C1C1=C(C=C(C#N)C=C1)F)OCC)C (4-(3-Acetyl-5-ethoxy-2-methyl-1,4-dihydro-1,6-naphthyridin-4-yl)-3-fluorobenzonitrile). Reaction SMILES: [C:1]([C:4]1[CH:13]([C:14]2[CH:21]=[CH:20][C:17]([C:18]#[N:19])=[CH:16][C:15]=2[F:22])[C:12]2[C:11](=[O:23])[NH:10][CH:9]=[CH:8][C:7]=2[NH:6][C:5]=1[CH3:24])(=[O:3])[CH3:2].ClCCl.F[B-](F)(F)F.[CH2:33]([O+](CC)CC)[CH3:34].CO>O>[C:1]([C:4]1[CH:13]([C:14]2[CH:21]=[CH:20][C:17]([C:18]#[N:19])=[CH:16][C:15]=2[F:22])[C:12]2[C:7](=[CH:8][CH:9]=[N:10][C:11]=2[O:23][CH2:33][CH3:34])[NH:6][C:5]=1[CH3:24])(=[O:3])[CH3:2] |f:2.3|. Reported procedure: 18 mg (0.056 mmol) of 4-(3-acetyl-2-methyl-5-oxo-1,4,5,6-tetrahydro-1,6-naphthyridin-4-yl)-3-fluorobenzonitrile are dissolved under an argon atmosphere in 5 ml abs. dichloromethane, and 21.2 mg (0.111 mmol) of triethyloxonium tetrafluoroborate are added. After a reaction time of two hours at room temperature (reaction checked by HPLC), the mixture is mixed with 5 ml of methanol and 0.5 ml of water and again stirred for 2 h. It is then diluted with 10 ml of water and extracted three times with di... Procedure details: HCl gas was bubbled through a stirring suspension of (S)-indoline-2-carboxylic acid (20 g, 110 mmol) in ethanol (500 mL). When the acid was completely dissolved, the solution was brought to reflux. After 16 hours, the solution was cooled and the solvent removed in vacuo. The residue was triturated with diethyl ether and the resulting off-white solid was collected by filtration, washed with hexanes and dried overnight in a vacuum oven at 30° C. to give (S)-indoline-2-carboxylic acid ethyl ester.H... RXN SMILES: Cl.[NH:2]1[C:10]2[C:5](=[CH:6][CH:7]=[CH:8][CH:9]=2)[CH2:4][C@H:3]1[C:11]([OH:13])=[O:12].[CH2:14](O)[CH3:15]>>[CH2:14]([O:12][C:11]([C@@H:3]1[CH2:4][C:5]2[C:10](=[CH:9][CH:8]=[CH:7][CH:6]=2)[NH:2]1)=[O:13])[CH3:15]. Product: C(C)OC(=O)[C@H]1NC2=CC=CC=C2C1 ((S)-indoline-2-carboxylic acid ethyl ester). Reaction conditions: time 16 hour. Starting materials: Cl (HCl), N1[C@@H](CC2=CC=CC=C12)C(=O)O ((S)-indoline-2-carboxylic acid), C(C)O (ethanol). The reactants are [Li]C(C)(C)C, C1CCOC1, CCCCC, COc1ccc2cc(Br)ccc2n1, c1cnccn1. Product: COc1ccc2cc(-c3cnccn3)ccc2n1. As a reaction SMILES: [C:1]([Li:2])([CH3:3])([CH3:4])[CH3:5].[CH2:30]1[O:31][CH2:32][CH2:33][CH2:34]1.[CH3:25][CH2:26][CH2:27][CH2:28][CH3:29].[CH3:6][O:7][c:8]1[n:9][c:10]2[cH:11][cH:12][c:13]([Br:18])[cH:14][c:15]2[cH:16][cH:17]1.[cH:19]1[cH:20][n:21][cH:22][cH:23][n:24]1>>[CH3:6][O:7][c:8]1[n:9][c:10]2[cH:11][cH:12][c:13](-[c:20]3[cH:19][n:24][cH:23][cH:22][n:21]3)[cH:14][c:15]2[cH:16][cH:17]1.